describe an organic reaction: reactants, conditions, products, and yield From a dataset of the Open Reaction Database (ORD), a public repository of structured organic reaction records. The reactants are FC(C(=O)O)(F)F (trifluoroacetic acid), CC(C#CC1=CC(=C(S1)C(=O)O)N(N)C(=O)C1CCC(CC1)C)(C)C (5-(3,3-dimethyl-but-1-ynyl)-3-[N-(4-methyl-cyclohexanecarbonyl)-hydrazino]-thiophene-2-carboxylic acid), N1=CC(=CC=C1)OCC=O ((pyridin-3-yloxy)-acetaldehyde), C(C)#N (acetonitrile). Run in O (water). The product is CC(C#CC1=CC(=C(S1)C(=O)O)N(NCCOC=1C=NC=CC1)C(=O)C1CCC(CC1)C)(C)C (5-(3,3-dimethyl-but-1-ynyl)-3-{N-(4-methyl-cyclohexanecarbonyl)-N′-[2-(pyridin-3-yloxy)-ethyl]-hydrazino}-thiophene-2-carboxylic acid). As a reaction SMILES: [CH3:1][C:2]([CH3:25])([CH3:24])[C:3]#[C:4][C:5]1[S:9][C:8]([C:10]([OH:12])=[O:11])=[C:7]([N:13]([C:15]([CH:17]2[CH2:22][CH2:21][CH:20]([CH3:23])[CH2:19][CH2:18]2)=[O:16])[NH2:14])[CH:6]=1.[N:26]1[CH:31]=[CH:30][CH:29]=[C:28]([O:32][CH2:33][CH:34]=O)[CH:27]=1.C(#N)C.FC(F)(F)C(O)=O>O>[CH3:1][C:2]([CH3:24])([CH3:25])[C:3]#[C:4][C:5]1[S:9][C:8]([C:10]([OH:12])=[O:11])=[C:7]([N:13]([C:15]([CH:17]2[CH2:18][CH2:19][CH:20]([CH3:23])[CH2:21][CH2:22]2)=[O:16])[NH:14][CH2:34][CH2:33][O:32][C:28]2[CH:27]=[N:26][CH:31]=[CH:30][CH:29]=2)[CH:6]=1. Procedure details: The title compound was synthesized from 5-(3,3-dimethyl-but-1-ynyl)-3-[N-(4-methyl-cyclohexanecarbonyl)-hydrazino]-thiophene-2-carboxylic acid and (pyridin-3-yloxy)-acetaldehyde in a manner similar to that of Example 131. MS (m/z): 484.0 [M−H]+; HPLC retention time: 3.44 min (2-98% acetonitrile:water with 0.05% trifluoroacetic acid). Starting materials: O=C([O-])[O-], CCCc1nc2c(n1Cc1ccc(-c3ccccc3C(=O)OC(C)(C)C)cc1)C(C(=O)OCC)NCC2, C=CCBr, ClC(Cl)Cl, [K+], [K+], C1CCOC1. The product is C=CCN1CCc2nc(CCC)n(Cc3ccc(-c4ccccc4C(=O)OC(C)(C)C)cc3)c2C1C(=O)OCC. As a reaction SMILES: [C:38](=[O:39])([O-:40])[O-:41].[CH2:1]([CH2:2][CH3:3])[c:4]1[n:5][c:6]2[c:7]([n:17]1[CH2:18][c:19]1[cH:20][cH:21][c:22](-[c:25]3[c:26]([C:31](=[O:32])[O:33][C:34]([CH3:35])([CH3:36])[CH3:37])[cH:27][cH:28][cH:29][cH:30]3)[cH:23][cH:24]1)[CH:8]([C:12](=[O:13])[O:14][CH2:15][CH3:16])[NH:9][CH2:10][CH2:11]2.[CH2:44]([CH:45]=[CH2:46])[Br:47].[CH:53]([Cl:54])([Cl:55])[Cl:56].[K+:42].[K+:43].[O:48]1[CH2:49][CH2:50][CH2:51][CH2:52]1>>[CH2:1]([CH2:2][CH3:3])[c:4]1[n:5][c:6]2[c:7]([n:17]1[CH2:18][c:19]1[cH:20][cH:21][c:22](-[c:25]3[c:26]([C:31](=[O:32])[O:33][C:34]([CH3:35])([CH3:36])[CH3:37])[cH:27][cH:28][cH:29][cH:30]3)[cH:23][cH:24]1)[CH:8]([C:12](=[O:13])[O:14][CH2:15][CH3:16])[N:9]([CH2:46][CH:45]=[CH2:44])[CH2:10][CH2:11]2. The reactants are O=C([O-])[O-], CN1CCCC1=O, [Cs+], [Cs+], CC(C)(C)OC(=O)N1CCC(c2nccnc2F)CC1, O, O=C(c1ccc(O)cc1)c1nc2ccccc2[nH]1. The product is CC(C)(C)OC(=O)N1CCC(c2nccnc2Oc2ccc(C(=O)c3nc4ccccc4[nH]3)cc2)CC1. RXN SMILES: [C:21](=[O:22])([O-:23])[O-:24].[CH3:45][N:46]1[CH2:47][CH2:48][CH2:49][C:50]1=[O:51].[Cs+:25].[Cs+:26].[F:1][c:2]1[c:3]([CH:8]2[CH2:9][CH2:10][N:11]([C:14](=[O:15])[O:16][C:17]([CH3:18])([CH3:19])[CH3:20])[CH2:12][CH2:13]2)[n:4][cH:5][cH:6][n:7]1.[OH2:52].[nH:27]1[c:28]([C:36](=[O:37])[c:38]2[cH:39][cH:40][c:41]([OH:44])[cH:42][cH:43]2)[n:29][c:30]2[c:31]1[cH:32][cH:33][cH:34][cH:35]2>>[c:2]1([O:44][c:41]2[cH:40][cH:39][c:38]([C:36]([c:28]3[nH:27][c:31]4[c:30]([n:29]3)[cH:35][cH:34][cH:33][cH:32]4)=[O:37])[cH:43][cH:42]2)[c:3]([CH:8]2[CH2:9][CH2:10][N:11]([C:14](=[O:15])[O:16][C:17]([CH3:18])([CH3:19])[CH3:20])[CH2:12][CH2:13]2)[n:4][cH:5][cH:6][n:7]1. Reactants: CC(C)NC(=O)C(=O)O, COc1cccc(C(Oc2ccc3c(cnn3-c3ccc(F)cc3)c2)C(C)N)c1. The product is COc1cccc(C(Oc2ccc3c(cnn3-c3ccc(F)cc3)c2)C(C)NC(=O)C(=O)NC(C)C)c1. Reaction SMILES: [CH:30]([CH3:31])([CH3:32])[NH:33][C:34]([C:35](=[O:36])[OH:37])=[O:38].[F:1][c:2]1[cH:3][cH:4][c:5](-[n:8]2[n:9][cH:10][c:11]3[cH:12][c:13]([O:17][CH:18]([CH:19]([CH3:20])[NH2:21])[c:22]4[cH:23][c:24]([O:28][CH3:29])[cH:25][cH:26][cH:27]4)[cH:14][cH:15][c:16]23)[cH:6][cH:7]1>>[F:1][c:2]1[cH:3][cH:4][c:5](-[n:8]2[n:9][cH:10][c:11]3[cH:12][c:13]([O:17][CH:18]([CH:19]([CH3:20])[NH:21][C:35]([C:34]([NH:33][CH:30]([CH3:31])[CH3:32])=[O:38])=[O:36])[c:22]4[cH:23][c:24]([O:28][CH3:29])[cH:25][cH:26][cH:27]4)[cH:14][cH:15][c:16]23)[cH:6][cH:7]1. The reactants are ClCCCC.CCCCCC (1-chlorobutane hexane), ClC1=C(C=C(C=C1)C(F)(F)F)NC1=C(C=C(C=C1C(F)(F)F)[N+](=O)[O-])[N+](=O)[O-] (2-chloro-N-[2,4-dinitro-6-(trifluoromethyl)phenyl]-5-(trifluoromethyl)-benzenamine), O (water), ClC(Cl)(Cl)S (Perchloromethyl mercaptan). The solvent is O1CCCC1 (tetrahydrofuran). Run at time 2 hour. Yields the product ClC(SN(C1=C(C=C(C=C1C(F)(F)F)[N+](=O)[O-])[N+](=O)[O-])C1=C(C=CC(=C1)C(F)(F)F)Cl)(Cl)Cl (1,1,1-trichloro-N-[2-chloro-5-(trifluoromethyl)phenyl]-N-[2,4-dinitro-6-(trifluoromethyl)phenyl]methanesulfenamide). Yield: 60.4%. As a reaction SMILES: [Cl:1][C:2]1[CH:7]=[CH:6][C:5]([C:8]([F:11])([F:10])[F:9])=[CH:4][C:3]=1[NH:12][C:13]1[C:18]([C:19]([F:22])([F:21])[F:20])=[CH:17][C:16]([N+:23]([O-:25])=[O:24])=[CH:15][C:14]=1[N+:26]([O-:28])=[O:27].[Cl:29][C:30]([SH:33])([Cl:32])[Cl:31].O.ClCCCC.CCCCCC>O1CCCC1>[Cl:29][C:30]([Cl:32])([Cl:31])[S:33][N:12]([C:3]1[CH:4]=[C:5]([C:8]([F:10])([F:9])[F:11])[CH:6]=[CH:7][C:2]=1[Cl:1])[C:13]1[C:18]([C:19]([F:22])([F:21])[F:20])=[CH:17][C:16]([N+:23]([O-:25])=[O:24])=[CH:15][C:14]=1[N+:26]([O-:28])=[O:27] |f:3.4|. Procedure details: Sodium hydride (0.6 g, 57% mineral oil), washed free of mineral oil with hexane under a nitrogen atmosphere, is slurried in 25 ml of anhydrous tetrahydrofuran and cooled to 0°. A solution of 2-chloro-N-[2,4-dinitro-6-(trifluoromethyl)phenyl]-5-(trifluoromethyl)-benzenamine (4.3 g, 0.010 mole) in 25 ml of anhydrous tetrahydrofuran is then added dropwise with stirring at 0°. When the addition is complete, the solution is allowed to warm to ambient temperature and stirred for one hour. Perchloromet... The reactants are N1C=C(C2=CC=CC=C12)C(C=C)=O (1-(1H-indol-3-yl)-1-prop-2-enone), N1C=NC=C1 (imidazole). The product is N1(C=NC=C1)CCC(=O)C1=CNC2=CC=CC=C12 (3-(1H-Imidazol-1-yl)-1-(1H-indol-3-yl)-1-propanone). The yield is 56.2%. RXN SMILES: [NH:1]1[C:9]2[C:4](=[CH:5][CH:6]=[CH:7][CH:8]=2)[C:3]([C:10](=[O:13])[CH:11]=[CH2:12])=[CH:2]1.[NH:14]1[CH:18]=[CH:17][N:16]=[CH:15]1>>[N:14]1([CH2:12][CH2:11][C:10]([C:3]2[C:4]3[C:9](=[CH:8][CH:7]=[CH:6][CH:5]=3)[NH:1][CH:2]=2)=[O:13])[CH:18]=[CH:17][N:16]=[CH:15]1. Reported procedure: By a similar procedure to that described in Example 1, 1-(1H-indol-3-yl)-1-prop-2-enone (0.4 g) was reacted with imidazole (0.8 g) to give the title compound (0.314 g), m.p. 194°-197°; λmax (EtOH) 242.5 nm (ε12,900) λinf 259 nm (ε9,090) λmax 299.5 nm (ε12,390). RXN SMILES: [C:10]([CH3:11])(=[O:12])[O:13][C:14]([CH3:15])=[CH2:16].[CH3:1][Si:2]([CH:3]=[CH:4][C:5]([CH3:6])=[O:7])([CH3:8])[CH3:9]>>[CH3:1][Si:2]([CH:3]=[CH:4][C:5](=[CH2:6])[O:7][C:10]([CH3:11])=[O:12])([CH3:8])[CH3:9]. Yields the product C=C(C=C[Si](C)(C)C)OC(C)=O. Starting materials: C=C(C)OC(C)=O, CC(=O)C=C[Si](C)(C)C.